Dataset: the Open Reaction Database (ORD), a public repository of structured organic reaction records. Task: describe an organic reaction: reactants, conditions, products, and yield Starting materials: ClC1=C(C(=O)O)C=CC=C1 (2-chlorobenzoic acid), C(CCC)NC1(CC=C(C=C1)CCC1=CC=C(C=C1)N)NCCCC (4-[2-(4,4-dibutylaminophenyl)ethyl]phenylamine), C([O-])([O-])=O.[K+].[K+] (potassium carbonate). The reagents and catalysts are [Cu] (copper), [Cu]Cl (copper(I) chloride). The solvent is CN(C)C=O (DMF). Yields the product C(CCC)N(C1=CC=C(C=C1)CCC1=CC=C(C=C1)NC1=C(C(=O)O)C=CC=C1)CCCC (2-{4-[2-(4-Dibutylamino-phenyl)-ethyl]phenylamino}-benzoic acid). The yield is 18.6%. As a reaction SMILES: Cl[C:2]1[CH:10]=[CH:9][CH:8]=[CH:7][C:3]=1[C:4]([OH:6])=[O:5].C(N[C:16]1([NH:31][CH2:32][CH2:33][CH2:34][CH3:35])[CH:21]=[CH:20][C:19]([CH2:22][CH2:23][C:24]2[CH:29]=[CH:28][C:27]([NH2:30])=[CH:26][CH:25]=2)=[CH:18][CH2:17]1)CCC.C(=O)([O-])[O-].[K+].[K+]>CN(C=O)C.[Cu].[Cu]Cl>[CH2:10]([N:31]([CH2:32][CH2:33][CH2:34][CH3:35])[C:16]1[CH:17]=[CH:18][C:19]([CH2:22][CH2:23][C:24]2[CH:25]=[CH:26][C:27]([NH:30][C:2]3[CH:10]=[CH:9][CH:8]=[CH:7][C:3]=3[C:4]([OH:6])=[O:5])=[CH:28][CH:29]=2)=[CH:20][CH:21]=1)[CH2:2][CH2:3][CH3:4] |f:2.3.4|. Reported procedure: The title compound was prepared from 2-chlorobenzoic acid (1.46 g, 9.36 mmol), 4-[2-(4,4-dibutylaminophenyl)ethyl]phenylamine (3.31 g, 10.20 mmol), anhydrous potassium carbonate (4.27 g, 30.88 mmol), copper powder (1.25 g, 19.65 mmol), and copper(I) chloride (0.092 g, 0.93 mmol) in dry DMF (30 mL) using the procedure described in Example 1, Step C, Method B. This procedure yielded a 0.39 g (0.87 mmol, 8.6%) of the desired product. mp 115-117° C. Reactants: COc1ccc(CCOC2CCCCC2N2CCC(O)C2)cc1OCc1ccccc1, CO, [H][H], N#N. Product: COc1ccc(CCOC2CCCCC2N2CCC(O)C2)cc1O. RXN SMILES: [CH2:1]([c:2]1[cH:3][cH:4][cH:5][cH:6][cH:7]1)[O:8][c:9]1[cH:10][c:11]([CH2:17][CH2:18][O:19][CH:20]2[CH:21]([N:26]3[CH2:27][CH:28]([OH:31])[CH2:29][CH2:30]3)[CH2:22][CH2:23][CH2:24][CH2:25]2)[cH:12][cH:13][c:14]1[O:15][CH3:16].[CH3:36][OH:37].[H:34][H:35].[N:32]#[N:33]>>[OH:8][c:9]1[cH:10][c:11]([CH2:17][CH2:18][O:19][CH:20]2[CH:21]([N:26]3[CH2:27][CH:28]([OH:31])[CH2:29][CH2:30]3)[CH2:22][CH2:23][CH2:24][CH2:25]2)[cH:12][cH:13][c:14]1[O:15][CH3:16]. Starting materials: COC=1C=C2C(=NC=NC2=CC1OC)C1CCNCC1 (6,7-dimethoxy-4-piperidin-4-yl-quinazoline), CN(C1=CC=C(C=C1)N=C=O)C (4-dimethylamino-phenylisocyanate). Solvent: CN(C)C=O (DMF). Conditions: time 8 hour. Product: CN(C1=CC=C(C=C1)NC(=O)N1CCC(CC1)C1=NC=NC2=CC(=C(C=C12)OC)OC)C (4-(6,7-Dimethoxy-quinazolin-4-yl)-piperidine-1-carboxylic acid (4-dimethylamino-phenyl)-amide). Yield: 43.6%. As a reaction SMILES: [CH3:1][O:2][C:3]1[CH:4]=[C:5]2[C:10](=[CH:11][C:12]=1[O:13][CH3:14])[N:9]=[CH:8][N:7]=[C:6]2[CH:15]1[CH2:20][CH2:19][NH:18][CH2:17][CH2:16]1.[CH3:21][N:22]([CH3:32])[C:23]1[CH:28]=[CH:27][C:26]([N:29]=[C:30]=[O:31])=[CH:25][CH:24]=1>CN(C=O)C>[CH3:21][N:22]([CH3:32])[C:23]1[CH:28]=[CH:27][C:26]([NH:29][C:30]([N:18]2[CH2:19][CH2:20][CH:15]([C:6]3[C:5]4[C:10](=[CH:11][C:12]([O:13][CH3:14])=[C:3]([O:2][CH3:1])[CH:4]=4)[N:9]=[CH:8][N:7]=3)[CH2:16][CH2:17]2)=[O:31])=[CH:25][CH:24]=1. Reported procedure: To a solution of 6,7-dimethoxy-4-piperidin-4-yl-quinazoline (27.5 mg, 0.1 mmol), as prepared in Example 1d, in anhydrous DMF, was added 4-dimethylamino-phenylisocyanate (25 mg, 0.15 mmol) and the mixture was stirred at rt overnight. It was then concentrated in vacuo and the residue was purified by Preparative TLC (silica gel, 5% MeOH/DCM) to yield 19 mg (44%) of pure 4-(6,7-Dimethoxy-quinazolin-4-yl)-piperidine-1-carboxylic acid (4-dimethylamino-phenyl)-amide. 1H-NMR (300 MHz, CDCl3): 9.07 (s, 1... The reactants are CCCCCc1cc2c(c(O[Si](c3ccccc3)(c3ccccc3)C(C)(C)C)c1)C(C)C(CCCO)C(C)(C)O2, O=[Cr](=O)([O-])O[Cr](=O)(=O)[O-], CN(C)C=O, O, c1cc[nH+]cc1, c1cc[nH+]cc1. The product is CCCCCc1cc2c(c(O[Si](c3ccccc3)(c3ccccc3)C(C)(C)C)c1)C(C)C(CCC(=O)O)C(C)(C)O2. As a reaction SMILES: [CH3:1][C:2]([CH3:3])([CH3:4])[Si:5]([O:6][c:7]1[cH:8][c:9]([CH2:24][CH2:25][CH2:26][CH2:27][CH3:28])[cH:10][c:11]2[c:12]1[CH:13]([CH3:23])[CH:14]([CH2:19][CH2:20][CH2:21][OH:22])[C:15]([CH3:17])([CH3:18])[O:16]2)([c:29]1[cH:30][cH:31][cH:32][cH:33][cH:34]1)[c:35]1[cH:36][cH:37][cH:38][cH:39][cH:40]1.[Cr:41](=[O:42])([O:43][Cr:44]([O-:45])(=[O:46])=[O:47])([O-:48])=[O:49].[O:62]=[CH:63][N:64]([CH3:65])[CH3:66].[OH2:67].[nH+:50]1[cH:51][cH:52][cH:53][cH:54][cH:55]1.[nH+:56]1[cH:57][cH:58][cH:59][cH:60][cH:61]1>>[CH3:1][C:2]([CH3:3])([CH3:4])[Si:5]([O:6][c:7]1[cH:8][c:9]([CH2:24][CH2:25][CH2:26][CH2:27][CH3:28])[cH:10][c:11]2[c:12]1[CH:13]([CH3:23])[CH:14]([CH2:19][CH2:20][C:21](=[O:22])[OH:42])[C:15]([CH3:17])([CH3:18])[O:16]2)([c:29]1[cH:30][cH:31][cH:32][cH:33][cH:34]1)[c:35]1[cH:36][cH:37][cH:38][cH:39][cH:40]1. Starting materials: Cl (hydrochloric acid), C(C)(C)(C)C1=C(C=CC=C1)N1CCN(CC1)C(=O)C=1C=CC(=NC1)SCC(=O)OCC (Ethyl [(5-{[4-(2-tert-butylphenyl)piperazin-1-yl]carbonyl}pyridin-2-yl)sulfanyl]acetate), [OH-].[Na+] (sodium hydroxide), CO (methanol). Solvent: O1CCCC1 (tetrahydrofuran). Reaction conditions: time 3 hour. The product is C(C)(C)(C)C1=C(C=CC=C1)N1CCN(CC1)C(=O)C=1C=CC(=NC1)SCC(=O)O ([(5-{[4-(2-tert-Butylphenyl)piperazin-1-yl]carbonyl}pyridin-2-yl)sulfanyl]acetic acid). Yield: 92.0%. Reaction SMILES: [C:1]([C:5]1[CH:10]=[CH:9][CH:8]=[CH:7][C:6]=1[N:11]1[CH2:16][CH2:15][N:14]([C:17]([C:19]2[CH:20]=[CH:21][C:22]([S:25][CH2:26][C:27]([O:29]CC)=[O:28])=[N:23][CH:24]=2)=[O:18])[CH2:13][CH2:12]1)([CH3:4])([CH3:3])[CH3:2].[OH-].[Na+].CO.Cl>O1CCCC1>[C:1]([C:5]1[CH:10]=[CH:9][CH:8]=[CH:7][C:6]=1[N:11]1[CH2:16][CH2:15][N:14]([C:17]([C:19]2[CH:20]=[CH:21][C:22]([S:25][CH2:26][C:27]([OH:29])=[O:28])=[N:23][CH:24]=2)=[O:18])[CH2:13][CH2:12]1)([CH3:4])([CH3:2])[CH3:3] |f:1.2|. Procedure: A mixture of ethyl [(5-{[4-(2-tert-butylphenyl)piperazin-1-yl]carbonyl}pyridin-2-yl)sulfanyl]acetate obtained in Example 21 (390 mg), 1 M sodium hydroxide solution (12 mL), methanol (30 mL), and tetrahydrofuran (30 mL) was stirred at room temperature for 3 h. 1 M hydrochloric acid solution was added to the reaction solution, and the mixture was extracted with ethyl acetate. The ethyl acetate layer was washed with saturated brine, and dried over anhydrous magnesium sulfate. The solvent was evapor... The reactants are COC=1C=C(C=CC1OC)C1=CC=CC(=N1)C(=O)N1CCN(CC1)C1=CC=C(C(=O)NCC(=O)OCC)C=C1 (ethyl [(4-{4-[6-(3,4-dimethoxyphenyl)pyridine-2-carbonyl]piperazin-1-yl}benzoyl)amino]acetate), Cl (hydrochloric acid). Run at time 8 hour. The product is O.COC=1C=C(C=CC1OC)C1=CC=CC(=N1)C(=O)N1CCN(CC1)C1=CC=C(C(=O)NCC(=O)O)C=C1 ([(4-{4-[6-(3,4-dimethoxyphenyl)pyridine-2-carbonyl]piperazin-1-yl}benzoyl)amino]acetic acid hydrate). Isolated yield 77.0%. As a reaction SMILES: [CH3:1][O:2][C:3]1[CH:4]=[C:5]([C:11]2[N:16]=[C:15]([C:17]([N:19]3[CH2:24][CH2:23][N:22]([C:25]4[CH:39]=[CH:38][C:28]([C:29]([NH:31][CH2:32][C:33]([O:35]CC)=[O:34])=[O:30])=[CH:27][CH:26]=4)[CH2:21][CH2:20]3)=[O:18])[CH:14]=[CH:13][CH:12]=2)[CH:6]=[CH:7][C:8]=1[O:9][CH3:10].Cl>>[OH2:2].[CH3:1][O:2][C:3]1[CH:4]=[C:5]([C:11]2[N:16]=[C:15]([C:17]([N:19]3[CH2:20][CH2:21][N:22]([C:25]4[CH:26]=[CH:27][C:28]([C:29]([NH:31][CH2:32][C:33]([OH:35])=[O:34])=[O:30])=[CH:38][CH:39]=4)[CH2:23][CH2:24]3)=[O:18])[CH:14]=[CH:13][CH:12]=2)[CH:6]=[CH:7][C:8]=1[O:9][CH3:10] |f:2.3|. Procedure: To 233 mg of ethyl [(4-{4-[6-(3,4-dimethoxyphenyl)pyridine-2-carbonyl]piperazin-1-yl}benzoyl)amino]acetate was added 0.8 ml of conc. hydrochloric acid, followed by overnight stirring at room temperature. After the reaction solution was concentrated under reduced pressure, crystallization was carried out from 2-propanol-diisopropyl ether to collect [(4-f4-[6-(3,4-dimethoxyphenyl)pyridine-2-carbonyl]piperazin-1-yl}benzoyl)amino]acetic acid hydrochloride by filtration. The filtrate was concentrated... The reactants are ClCCl (Dichloromethane), C(C)OC(=O)[C@H]1CN(CCC1)CCOCCCN1C2=C(CCC3=C1C=CC=C3)C=CC=C2 ((R)-N-(2((3-(10,11-dihydro-5H-dibenz[b,f]azepin-5-yl)-1-propyl)oxy)ethyl)-3-piperidinecarboxylic acid ethyl ester), Cl (hydrochloric acid), [OH-].[Na+] (sodium hydroxide). Run in C(C)O (ethanol). Conditions: time 4 hour. Product: Cl.C1=CC=CC=2N(C3=C(CCC21)C=CC=C3)CCCOCCN3C[C@@H](CCC3)C(=O)O ((R)-N-(2-((3-(10,11-Dihydro-5H-dibenz[b,f]azepin-5-yl)-1-propyl)oxy)ethyl)-3-piperidinecarboxylic acid hydrochloride). As a reaction SMILES: C([O:3][C:4]([C@@H:6]1[CH2:11][CH2:10][CH2:9][N:8]([CH2:12][CH2:13][O:14][CH2:15][CH2:16][CH2:17][N:18]2[C:24]3[CH:25]=[CH:26][CH:27]=[CH:28][C:23]=3[CH2:22][CH2:21][C:20]3[CH:29]=[CH:30][CH:31]=[CH:32][C:19]2=3)[CH2:7]1)=[O:5])C.[OH-].[Na+].Cl.[Cl:36]CCl>C(O)C>[ClH:36].[CH:29]1[C:20]2[CH2:21][CH2:22][C:23]3[CH:28]=[CH:27][CH:26]=[CH:25][C:24]=3[N:18]([CH2:17][CH2:16][CH2:15][O:14][CH2:13][CH2:12][N:8]3[CH2:9][CH2:10][CH2:11][C@@H:6]([C:4]([OH:5])=[O:3])[CH2:7]3)[C:19]=2[CH:32]=[CH:31][CH:30]=1 |f:1.2,6.7|. Procedure details: The above ester (0.4 g, 0.92 mmol) was dissolved in ethanol (10 ml) and a 4 N sodium hydroxide solution (0.70 ml) was added. The mixture was stirred at room temperature for 4 h. A 4 N hydrochloric acid solution was added until pH 1. Dichloromethane (300 ml) was added and the phases were separated. The organic phase was dried over sodium sulphate and the solvent was evaporated in vacuo. The residue was re-evaporated with acetone, dissolved in a mixture of ethyl acetate and acetone and left for cr... The solvent is C(C)N(CC)CC (triethylamine). Reported procedure: Analogously to Example 1, N-(3,4-dichlorophenyl)-bis(chlorocarbonyl)-amine and acetone-S-methyl-isothiosemicarbazone hydroiodide, with addition of triethylamine, yielded 1-(3,4-dichlorophenyl)-3-isopropylideneamino-4-methylmercapto-tetrahydro-1,3,5-triazine-2,6-dione as a colorless powder of melting point 181°-182° C. Reaction SMILES: [Cl:1][C:2]1[CH:3]=[C:4]([N:9]([C:13](Cl)=[O:14])[C:10](Cl)=[O:11])[CH:5]=[CH:6][C:7]=1[Cl:8].I.[CH3:17][S:18][C:19](=[NH:25])[NH:20][N:21]=[C:22]([CH3:24])[CH3:23]>C(N(CC)CC)C>[Cl:1][C:2]1[CH:3]=[C:4]([N:9]2[C:13](=[O:14])[NH:25][CH:19]([S:18][CH3:17])[N:20]([N:21]=[C:22]([CH3:24])[CH3:23])[C:10]2=[O:11])[CH:5]=[CH:6][C:7]=1[Cl:8] |f:1.2|. Yields the product ClC=1C=C(C=CC1Cl)N1C(N(C(NC1=O)SC)N=C(C)C)=O (1-(3,4-dichlorophenyl)-3-isopropylideneamino-4-methylmercapto-tetrahydro-1,3,5-triazine-2,6-dione). Reactants: ClC=1C=C(C=CC1Cl)N(C(=O)Cl)C(=O)Cl (N-(3,4-dichlorophenyl)-bis(chlorocarbonyl)-amine), I.CSC(NN=C(C)C)=N (acetone-S-methyl-isothiosemicarbazone hydroiodide).